Task: describe an organic reaction: reactants, conditions, products, and yield. Dataset: the Open Reaction Database (ORD), a public repository of structured organic reaction records Reactants: [Na] (sodium), Cl (hydrochloric acid), O=C(CC(=O)N[C@H]1[C@@H]2N(C(=C(CS2)COC(C)=O)C(=O)O)C1=O)C(C)C (7β-(3-oxo-4-methylvaleramido)-3-acetoxymethylceph-3-em-4-carboxylic acid), N(=O)[O-].[Na+] (sodium nitrite). Solvent: C(C)(=O)OCC (ethyl acetate), C(C)(=O)O (acetic acid), O (water). Run at time 2 hour. The product is ON=C(C(=O)N[C@H]1[C@@H]2N(C(=C(CS2)COC(C)=O)C(=O)O)C1=O)C(C(C)C)=O (7β-(2-hydroxyimino-3-oxo-4-methylvaleramido)-3-acetoxymethylceph-3-em-4-carboxylic acid). Reaction SMILES: [Na].[O:2]=[C:3]([CH:25]([CH3:27])[CH3:26])[CH2:4][C:5]([NH:7][C@@H:8]1[C:23](=[O:24])[N:10]2[C:11]([C:20]([OH:22])=[O:21])=[C:12]([CH2:15][O:16][C:17](=[O:19])[CH3:18])[CH2:13][S:14][C@H:9]12)=[O:6].[N:28]([O-])=[O:29].[Na+].Cl>C(OCC)(=O)C.O.C(O)(=O)C>[OH:29][N:28]=[C:4]([C:3](=[O:2])[CH:25]([CH3:27])[CH3:26])[C:5]([NH:7][C@@H:8]1[C:23](=[O:24])[N:10]2[C:11]([C:20]([OH:22])=[O:21])=[C:12]([CH2:15][O:16][C:17](=[O:19])[CH3:18])[CH2:13][S:14][C@H:9]12)=[O:6] |f:2.3,^1:0|. Reported procedure: To a solution of 6.1 g. of sodium salt of 7β-(3-oxo-4-methylvaleramido)-3-acetoxymethylceph-3-em-4-carboxylic acid in 60 ml. of glacial acetic acid, are dropped 2.1 g. of sodium nitrite dissolved in 20 ml. of water. After stirring for 2 hours at ambient temperature, there are added 200 ml. of ethyl acetate and 100 ml. of hydrochloric acid 0.1N. The phases are separated and the organic phase is washed with 50 ml. of water, made anhydrous, decolourised over charcoal and concentrated to small volum...